Dataset: the Open Reaction Database (ORD), a public repository of structured organic reaction records. Task: describe an organic reaction: reactants, conditions, products, and yield Product: N1=CC=C(C=C1)N1CC(C(=O)OCC)CCC1 (Ethyl N-pyridin-4-ylnipecotate). RXN SMILES: [NH:1]1[CH2:11][CH2:10][CH2:9][CH:3]([C:4]([O:6][CH2:7][CH3:8])=[O:5])[CH2:2]1.Cl.Cl[C:14]1[CH:19]=[CH:18][N:17]=[CH:16][CH:15]=1>>[N:17]1[CH:18]=[CH:19][C:14]([N:1]2[CH2:11][CH2:10][CH2:9][CH:3]([C:4]([O:6][CH2:7][CH3:8])=[O:5])[CH2:2]2)=[CH:15][CH:16]=1 |f:1.2|. Procedure: Ethyl (±) nipecotate (7.0 g, 44.53 mmol) was reacted with 4-chlorpyridine hydrochloride (6.67 g, 44.53 mmol) as described for 21-1 to give the title compound as a yellow solid. Starting materials: N1CC(C(=O)OCC)CCC1 (Ethyl (±) nipecotate), Cl.ClC1=CC=NC=C1 (4-chlorpyridine hydrochloride). Starting materials: Cl.NC1=CC=C(C=C1)N1C(C2=CC(=CC=C2C(=C1C(=O)OC)C1=CC(=C(C(=C1)OC)OC)OC)O)=O (2-(4-aminophenyl)-7-hydroxy-3-methoxycarbonyl-4-(3,4,5-trimethoxyphenyl)-1(2H)-isoquinolinone hydrochloride), [OH-].[Na+] (sodium hydroxide). Solvent: C(Cl)(Cl)Cl (chloroform). Product: NC1=CC=C(C=C1)N1C(C2=CC(=CC=C2C(=C1C(=O)OC)C1=CC(=C(C(=C1)OC)OC)OC)O)=O (2-(4-aminophenyl)-7-hydroxy-3-methoxycarbonyl-4-(3,4,5-trimethoxyphenyl)-1(2H)-isoquinolinone). Reaction SMILES: Cl.[NH2:2][C:3]1[CH:8]=[CH:7][C:6]([N:9]2[C:18]([C:19]([O:21][CH3:22])=[O:20])=[C:17]([C:23]3[CH:28]=[C:27]([O:29][CH3:30])[C:26]([O:31][CH3:32])=[C:25]([O:33][CH3:34])[CH:24]=3)[C:16]3[C:11](=[CH:12][C:13]([OH:35])=[CH:14][CH:15]=3)[C:10]2=[O:36])=[CH:5][CH:4]=1.[OH-].[Na+]>C(Cl)(Cl)Cl>[NH2:2][C:3]1[CH:8]=[CH:7][C:6]([N:9]2[C:18]([C:19]([O:21][CH3:22])=[O:20])=[C:17]([C:23]3[CH:28]=[C:27]([O:29][CH3:30])[C:26]([O:31][CH3:32])=[C:25]([O:33][CH3:34])[CH:24]=3)[C:16]3[C:11](=[CH:12][C:13]([OH:35])=[CH:14][CH:15]=3)[C:10]2=[O:36])=[CH:5][CH:4]=1 |f:0.1,2.3|. Procedure details: A suspension of the compound obtained in Example 224 in chloroform is neutralized with a 2M aqueous sodium hydroxide solution under ice-cooling, and the mixture is extracted with ethyl acetate. The extract is washed, dried, and concentrated under reduced pressure. The residue is dissolved in a small amount of ethyl acetate, and the mixture is crystallized from diethyl ether to give 2-(4-aminophenyl)-7-hydroxy-3-methoxycarbonyl-4-(3,4,5-trimethoxyphenyl)-1(2H)-isoquinolinone as listed in Table 38... Starting materials: CCC(Br)CC, CCCCCBr, O=C([O-])C(O)C(O)C(=O)[O-], Cc1ccc(NC(=O)C(C)(C)C)nn1, CCOCC, CCOC(C)=O, I, [Mg], [Na+], [Na+], C1CCOC1. Yields the product CCC(CC)c1cc(C)nnc1NC(=O)C(C)(C)C. Reaction SMILES: [Br:2][CH:3]([CH2:4][CH3:5])[CH2:6][CH3:7].[Br:8][CH2:9][CH2:10][CH2:11][CH2:12][CH3:13].[C:28]([CH:29]([CH:30]([C:31]([O-:32])=[O:33])[OH:34])[OH:35])([O-:36])=[O:37].[CH3:14][C:15]([C:16](=[O:17])[NH:18][c:19]1[n:20][n:21][c:22]([CH3:25])[cH:23][cH:24]1)([CH3:26])[CH3:27].[CH3:41][CH2:42][O:43][CH2:44][CH3:45].[CH3:51][CH2:52][O:53][C:54](=[O:55])[CH3:56].[I:40].[Mg:1].[Na+:38].[Na+:39].[O:46]1[CH2:47][CH2:48][CH2:49][CH2:50]1>>[CH:3]([CH2:4][CH3:5])([CH2:6][CH3:7])[c:24]1[c:19]([NH:18][C:16]([C:15]([CH3:14])([CH3:26])[CH3:27])=[O:17])[n:20][n:21][c:22]([CH3:25])[cH:23]1. The reactants are C(C)(=O)N1CCC(CC1)N(C(=O)NC=1SC(=CN1)SCC(N1CCCCC1)=O)[C@@H]1CC[C@H](CC1)C (1-(1-acetyl-piperidin-4-yl)-1-(trans-4-methyl-cyclohexyl)-3-[5-(2-oxo-2-piperidin-1-yl-ethylsulfanyl)-thiazol-2-yl]-urea), C(C)(=O)N1CCC(CC1)N(C(NC=1SC(=CN1)SCC(=O)O)=O)[C@@H]1CC[C@H](CC1)C ({2-[3-(1-acetyl-piperidin-4-yl)-3-(trans-4-methyl-cyclohexyl)-ureido]-thiazol-5-ylsulfanyl}-acetic acid), CN1CCNCC1 (N-methylpiperazine). Reported procedure: Prepared in a similar manner to 1-(1-acetyl-piperidin-4-yl)-1-(trans-4-methyl-cyclohexyl)-3-[5-(2-oxo-2-piperidin-1-yl-ethylsulfanyl)-thiazol-2-yl]-urea using {2-[3-(1-acetyl-piperidin-4-yl)-3-(trans-4-methyl-cyclohexyl)-ureido]-thiazol-5-ylsulfanyl}-acetic acid and N-methylpiperazine. RXN SMILES: [C:1]([N:4]1[CH2:9][CH2:8][CH:7]([N:10]([C@H:29]2[CH2:34][CH2:33][C@H:32]([CH3:35])[CH2:31][CH2:30]2)[C:11]([NH:13][C:14]2[S:15][C:16]([S:19][CH2:20][C:21](=[O:28])[N:22]3[CH2:27][CH2:26]C[CH2:24][CH2:23]3)=[CH:17][N:18]=2)=[O:12])[CH2:6][CH2:5]1)(=[O:3])[CH3:2].[C:36]([N:39]1CCC(N([C@H]2CC[C@H](C)CC2)C(=O)NC2SC(SCC(O)=O)=CN=2)CC1)(=O)C.CN1CCNCC1>>[C:1]([N:4]1[CH2:5][CH2:6][CH:7]([N:10]([C@H:29]2[CH2:30][CH2:31][C@H:32]([CH3:35])[CH2:33][CH2:34]2)[C:11]([NH:13][C:14]2[S:15][C:16]([S:19][CH2:20][C:21]([N:22]3[CH2:27][CH2:26][N:39]([CH3:36])[CH2:24][CH2:23]3)=[O:28])=[CH:17][N:18]=2)=[O:12])[CH2:8][CH2:9]1)(=[O:3])[CH3:2]. Product: C(C)(=O)N1CCC(CC1)N(C(=O)NC=1SC(=CN1)SCC(=O)N1CCN(CC1)C)[C@@H]1CC[C@H](CC1)C (1-(1-Acetyl-piperidin-4-yl)-1-(trans-4-methyl-cyclohexyl)-3-{5-[2-(4-methyl-piperazin-1-yl)-2-oxo-ethylsulfanyl]-thiazol-2-yl}-urea). Procedure details: A glass microwave reaction vessel was charged with N—((S)-2-amino-3-(3-chlorophenyl)propyl)-N-(4-(methoxymethyl)-5-(thiazolo[5,4-c]pyridin-2-yl)thiazol-2-yl)acetamide (0.090 g, 0.18 mmol), THF (2.0 mL, 24 mmol), and 5 N HCl (2.0 mL, 10.0 mmol). The reaction mixture was stirred and heated in a Smith Synthesizers microwave reactor (Personal Chemistry, Inc., Upssala, Sweden) at 150° C. for 11 minutes. The solution was then made basic with 10 N NaOH and extracted with EtOAc. The solvent was removed,... Yields the product N[C@H](CNC=1SC(=C(N1)COC)C=1SC=2C=NC=CC2N1)CC1=CC(=CC=C1)Cl (N—((S)-2-amino-3-(3-chlorophenyl)propyl)-4-(methoxymethyl)-5-(thiazolo[5,4-c]pyridin-2-yl)thiazol-2-amine). Reaction conditions: temperature 150 celsius. Reactants: N[C@H](CN(C(C)=O)C=1SC(=C(N1)COC)C=1SC=2C=NC=CC2N1)CC1=CC(=CC=C1)Cl (N—((S)-2-amino-3-(3-chlorophenyl)propyl)-N-(4-(methoxymethyl)-5-(thiazolo[5,4-c]pyridin-2-yl)thiazol-2-yl)acetamide), C1CCOC1 (THF), Cl (HCl), [OH-].[Na+] (NaOH). Reaction SMILES: [NH2:1][C@@H:2]([CH2:25][C:26]1[CH:31]=[CH:30][CH:29]=[C:28]([Cl:32])[CH:27]=1)[CH2:3][N:4]([C:8]1[S:9][C:10]([C:16]2[S:17][C:18]3[CH:19]=[N:20][CH:21]=[CH:22][C:23]=3[N:24]=2)=[C:11]([CH2:13][O:14][CH3:15])[N:12]=1)C(=O)C.C1COCC1.Cl.[OH-].[Na+]>>[NH2:1][C@@H:2]([CH2:25][C:26]1[CH:31]=[CH:30][CH:29]=[C:28]([Cl:32])[CH:27]=1)[CH2:3][NH:4][C:8]1[S:9][C:10]([C:16]2[S:17][C:18]3[CH:19]=[N:20][CH:21]=[CH:22][C:23]=3[N:24]=2)=[C:11]([CH2:13][O:14][CH3:15])[N:12]=1 |f:3.4|. The yield is 38.6%. The reactants are Cl.C1(=CC=CC=C1)CCC=1N=C(SC1)C1CCNCC1 (4-[4-(2-Phenylethyl)-1,3-thiazol-2-yl]piperidine hydrochloride), COC=1C=C(C=CC1OC)CCC(=O)O (3-(3,4-dimethoxyphenyl)propanoic acid). Yields the product COC=1C=C(C=CC1OC)CCC(=O)N1CCC(CC1)C=1SC=C(N1)CCC1=CC=CC=C1 (3-(3,4-Dimethoxyphenyl)-1-{4-[4-(2-phenylethyl)-1,3-thiazol-2-yl]piperidin-1-yl}propan-1-one). As a reaction SMILES: Cl.[C:2]1([CH2:8][CH2:9][C:10]2[N:11]=[C:12]([CH:15]3[CH2:20][CH2:19][NH:18][CH2:17][CH2:16]3)[S:13][CH:14]=2)[CH:7]=[CH:6][CH:5]=[CH:4][CH:3]=1.[CH3:21][O:22][C:23]1[CH:24]=[C:25]([CH2:31][CH2:32][C:33](O)=[O:34])[CH:26]=[CH:27][C:28]=1[O:29][CH3:30]>>[CH3:21][O:22][C:23]1[CH:24]=[C:25]([CH2:31][CH2:32][C:33]([N:18]2[CH2:19][CH2:20][CH:15]([C:12]3[S:13][CH:14]=[C:10]([CH2:9][CH2:8][C:2]4[CH:7]=[CH:6][CH:5]=[CH:4][CH:3]=4)[N:11]=3)[CH2:16][CH2:17]2)=[O:34])[CH:26]=[CH:27][C:28]=1[O:29][CH3:30] |f:0.1|. Reported procedure: 4-[4-(2-Phenylethyl)-1,3-thiazol-2-yl]piperidine hydrochloride (II-1, 309 mg) is reacted analogously to Example I-63 with 3-(3,4-dimethoxyphenyl)propanoic acid (231 mg). After chromatographic purification, this gives 3-(3,4-dimethoxyphenyl)-1-{4-[4-(2-phenylethyl)-1,3-thiazol-2-yl]piperidin-1-yl}propan-1-one (139 mg). Starting materials: C(C1=CC=CC=C1)(=O)O (benzoic acid), C(=O)(N1C=NC=C1)N1C=NC=C1 (1,1'-carbonyldiimidazole), C(CCC)C=1N(C(N(N1)C1=C(C=CC=C1)C(F)(F)F)=O)CC1=CC=C(C=C1)C1=C(C=CC=C1)S(N)(=O)=O (5-n-Butyl-2,4-dihydro-4-[(2'-sulfamoylbiphenyl-4-yl)methyl]-2-[2-(trifluoromethyl)phenyl]-3H-1,2,4-triazol-3-one), N12CCCCCC2=NCCC1 (1,8-diazabicyclo[5.4.0]undec-7-ene). Solvent: C1CCOC1 (THF), C1CCOC1 (THF). Reaction conditions: temperature 55 celsius, time 8 hour. Product: C(C1=CC=CC=C1)(=O)NS(=O)(=O)C1=C(C=CC=C1)C1=CC=C(C=C1)CN1C(N(N=C1CCCC)C1=C(C=CC=C1)C(F)(F)F)=O (4-[[2'-(N-Benzoylsulfamoyl)biphenyl-4-yl]methyl]-5-n-butyl-2,4-dihydro-2-[2-(trifluoromethyl)phenyl]-3H-1,2,4-triazol-3-one). Isolated yield 84.6%. As a reaction SMILES: [C:1]([OH:9])(=O)[C:2]1[CH:7]=[CH:6][CH:5]=[CH:4][CH:3]=1.C(N1C=CN=C1)(N1C=CN=C1)=O.[CH2:22]([C:26]1[N:27]([CH2:42][C:43]2[CH:48]=[CH:47][C:46]([C:49]3[CH:54]=[CH:53][CH:52]=[CH:51][C:50]=3[S:55](=[O:58])(=[O:57])[NH2:56])=[CH:45][CH:44]=2)[C:28](=[O:41])[N:29]([C:31]2[CH:36]=[CH:35][CH:34]=[CH:33][C:32]=2[C:37]([F:40])([F:39])[F:38])[N:30]=1)[CH2:23][CH2:24][CH3:25].N12CCCN=C1CCCCC2>C1COCC1>[C:1]([NH:56][S:55]([C:50]1[CH:51]=[CH:52][CH:53]=[CH:54][C:49]=1[C:46]1[CH:47]=[CH:48][C:43]([CH2:42][N:27]2[C:26]([CH2:22][CH2:23][CH2:24][CH3:25])=[N:30][N:29]([C:31]3[CH:36]=[CH:35][CH:34]=[CH:33][C:32]=3[C:37]([F:40])([F:38])[F:39])[C:28]2=[O:41])=[CH:44][CH:45]=1)(=[O:58])=[O:57])(=[O:9])[C:2]1[CH:3]=[CH:4][CH:5]=[CH:6][CH:7]=1. Procedure details: A solution of 145 mg (1.18 mmole) of benzoic acid and 192 mg (1.18 mmole) of 1,1'-carbonyldiimidazole in 1 mL of THF was stirred under N2 at 55° C. for 2 hours. Then a solution of 157 mg (0.296 mmole) of 5-n-butyl-2,4-dihydro-4-[(2'-sulfamoylbiphenyl-4-yl)methyl]-2-[2-(trifluoromethyl)phenyl]-3H-1,2,4-triazol-3-one (from Example 16, Step C) and 133 mL (135 mg, 0.888 mmole) of 1,8-diazabicyclo[5.4.0]undec-7-ene (DBU) in 1 mL of THF was added dropwise. After being stirred overnight at 55° C., the ...